From a dataset of the Open Reaction Database (ORD), a public repository of structured organic reaction records. describe an organic reaction: reactants, conditions, products, and yield Reactants: [H-].[Na+] (sodium hydride), C(C)OP(=O)(OCC)CC(=O)N1CCOCC1 (diethylphosphonoacetic acid morpholide), ClC1=C(OC2=NC=C(C=C2)C(C2=CC(=C(C=C2)OC)OC)=O)C=CC=C1 (2-(2-chlorophenoxy)-5-(3,4-dimethoxybenzoyl)pyridine). Solvent: COCCOC (1,2-dimethoxyethane), COCCOC (1,2-dimethoxyethane). Product: ClC1=C(OC2=NC=C(C=C2)C(=CC(=O)N2CCOCC2)C2=CC(=C(C=C2)OC)OC)C=CC=C1 (4-[3-(2-(2-chlorophenoxy)-5-pyridyl)-3-(3,4-dimethoxyphenyl)acryloyl]morpholine). Isolated yield 31.7%. RXN SMILES: [H-].[Na+].C(OP([CH2:11][C:12]([N:14]1[CH2:19][CH2:18][O:17][CH2:16][CH2:15]1)=[O:13])(OCC)=O)C.[Cl:20][C:21]1[CH:45]=[CH:44][CH:43]=[CH:42][C:22]=1[O:23][C:24]1[CH:29]=[CH:28][C:27]([C:30](=O)[C:31]2[CH:36]=[CH:35][C:34]([O:37][CH3:38])=[C:33]([O:39][CH3:40])[CH:32]=2)=[CH:26][N:25]=1>COCCOC>[Cl:20][C:21]1[CH:45]=[CH:44][CH:43]=[CH:42][C:22]=1[O:23][C:24]1[CH:29]=[CH:28][C:27]([C:30]([C:31]2[CH:36]=[CH:35][C:34]([O:37][CH3:38])=[C:33]([O:39][CH3:40])[CH:32]=2)=[CH:11][C:12]([N:14]2[CH2:15][CH2:16][O:17][CH2:18][CH2:19]2)=[O:13])=[CH:26][N:25]=1 |f:0.1|. Procedure: In 1,2-dimethoxyethane (10 ml) was suspended 60% sodium hydride (dispersion in paraffin) (132 mg). To the suspension was added dropwise, while stirring, a solution of diethylphosphonoacetic acid morpholide (688 mg) in 1,2-dimethoxyethane (5 ml). To the mixture was added 2-(2-chlorophenoxy)-5-(3,4-dimethoxybenzoyl)pyridine (800 mg), which was heated for 8 hours under reflux. The reaction mixture was concentrated and the residue was dissolved in ether, washed with water and dried over anhydrous ma... Starting materials: CC(=O)OC(C)(C)C, CN([SiH](C)C)[Si](C)(C)C, Cc1ccccc1, CN(C)c1ccccc1-c1ccccc1P(C1CCCCC1)C1CCCCC1, O=C(C=Cc1ccccc1)C=Cc1ccccc1, Cc1cnc(Cl)cc1Cl, [Pd]. Product: Cc1cnc(Cl)cc1CC(=O)OC(C)(C)C. Reaction SMILES: [C:38]([CH3:39])([CH3:40])([CH3:41])[O:42][C:43]([CH3:44])=[O:45].[CH3:1][SiH:2]([CH3:3])[N:4]([CH3:5])[Si:6]([CH3:7])([CH3:8])[CH3:9].[CH3:55][c:56]1[cH:57][cH:58][cH:59][cH:60][cH:61]1.[CH:10]1([P:11]([CH:12]2[CH2:13][CH2:14][CH2:15][CH2:16][CH2:17]2)[c:18]2[cH:19][cH:20][cH:21][cH:22][c:23]2-[c:24]2[cH:25][cH:26][cH:27][cH:28][c:29]2[N:30]([CH3:31])[CH3:32])[CH2:33][CH2:34][CH2:35][CH2:36][CH2:37]1.[CH:62](=[CH:63][C:64]([CH:65]=[CH:66][c:67]1[cH:68][cH:69][cH:70][cH:71][cH:72]1)=[O:73])[c:74]1[cH:75][cH:76][cH:77][cH:78][cH:79]1.[Cl:46][c:47]1[n:48][cH:49][c:50]([CH3:54])[c:51]([Cl:53])[cH:52]1.[Pd:80]>>[C:38]([CH3:39])([CH3:40])([CH3:41])[O:42][C:43]([CH2:44][c:51]1[c:50]([CH3:54])[cH:49][n:48][c:47]([Cl:46])[cH:52]1)=[O:45].